This data is from the Open Reaction Database (ORD), a public repository of structured organic reaction records. The task is: describe an organic reaction: reactants, conditions, products, and yield Reactants: N1=CC=CC=C1 (pyridine), [OH-].[Na+] (sodium hydroxide), C(C)O (ethanol), Cl (hydrochloric acid), ice, CC1=CC=C(C(=O)NC2=C(C(=O)N)C=CC=C2)C=C1 (2-(4-methylbenzamido)benzamide). Run in 2. Product: CC1=CC=C(C=C1)C1=NC2=CC=CC=C2C(N1)=O (2-(4-methylphenyl)-quinazolin-4(3H)-one). The yield is 93.1%. RXN SMILES: N1C=CC=CC=1.[OH-].[Na+].Cl.C(O)C.[CH3:13][C:14]1[CH:31]=[CH:30][C:17]([C:18]([NH:20][C:21]2[CH:29]=[CH:28][CH:27]=[CH:26][C:22]=2[C:23]([NH2:25])=[O:24])=O)=[CH:16][CH:15]=1>>[CH3:13][C:14]1[CH:31]=[CH:30][C:17]([C:18]2[NH:25][C:23](=[O:24])[C:22]3[C:21](=[CH:29][CH:28]=[CH:27][CH:26]=3)[N:20]=2)=[CH:16][CH:15]=1 |f:1.2|. Reported procedure: A mixture of 11 ml of pyridine in 340 ml of 2 normal aqueous sodium hydroxide was heated to the reflux temperature and to the hot solution was added in one portion 16.3 g of 2-(4-methylbenzamido)benzamide. The mixture was maintained at reflux temperature for 15 minutes, then poured into 1000 ml of ice. The cold mixture was acidified with concentrated hydrochloric acid and the precipitate was cooled to give 14.1 g of white 2-(4-methylphenyl)-quinazolin-4(3H)-one, m.p. 242°-243.5° (from ethanol). Starting materials: CN1CCN(c2ncc(-c3ccn4c(-c5ccc([N+](=O)[O-])cc5)cnc4c3)cn2)CC1, CN(C)N, CO, Cl[Fe](Cl)Cl. Product: CN1CCN(c2ncc(-c3ccn4c(-c5ccc(N)cc5)cnc4c3)cn2)CC1. RXN SMILES: [CH3:1][N:2]1[CH2:3][CH2:4][N:5]([c:8]2[n:9][cH:10][c:11](-[c:14]3[cH:15][c:16]4[n:17]([cH:18][cH:19]3)[c:20](-[c:23]3[cH:24][cH:25][c:26]([N+:29]([O-:30])=[O:31])[cH:27][cH:28]3)[cH:21][n:22]4)[cH:12][n:13]2)[CH2:6][CH2:7]1.[CH3:32][N:33]([NH2:34])[CH3:35].[CH3:36][OH:37].[Cl:38][Fe:39]([Cl:40])[Cl:41]>>[CH3:1][N:2]1[CH2:3][CH2:4][N:5]([c:8]2[n:9][cH:10][c:11](-[c:14]3[cH:15][c:16]4[n:17]([cH:18][cH:19]3)[c:20](-[c:23]3[cH:24][cH:25][c:26]([NH2:29])[cH:27][cH:28]3)[cH:21][n:22]4)[cH:12][n:13]2)[CH2:6][CH2:7]1. The reactants are CC1=CC=C(C=C1)C1=CC=C(C=C1)C(=O)C1=CC(=C(C=C1)Cl)Cl (3,4-dichlorophenyl 4'-methyl-4-biphenylyl ketone), BrN1C(CCC1=O)=O (N-bromosuccinimide), C(N(C)C)#N (azaisobutyronitrile). The solvent is C(Cl)(Cl)(Cl)Cl (carbon tetrachloride). Yields the product BrCC1=CC=C(C=C1)C1=CC=C(C=C1)C(=O)C1=CC(=C(C=C1)Cl)Cl (3,4-Dichlorophenyl 4'-bromomethyl-4-biphenylyl ketone). Reaction SMILES: [CH3:1][C:2]1[CH:7]=[CH:6][C:5]([C:8]2[CH:13]=[CH:12][C:11]([C:14]([C:16]3[CH:21]=[CH:20][C:19]([Cl:22])=[C:18]([Cl:23])[CH:17]=3)=[O:15])=[CH:10][CH:9]=2)=[CH:4][CH:3]=1.[Br:24]N1C(=O)CCC1=O.C(#N)N(C)C>C(Cl)(Cl)(Cl)Cl>[Br:24][CH2:1][C:2]1[CH:3]=[CH:4][C:5]([C:8]2[CH:9]=[CH:10][C:11]([C:14]([C:16]3[CH:21]=[CH:20][C:19]([Cl:22])=[C:18]([Cl:23])[CH:17]=3)=[O:15])=[CH:12][CH:13]=2)=[CH:6][CH:7]=1. Procedure details: A mixture of 5.0 g of 3,4-dichlorophenyl 4'-methyl-4-biphenylyl ketone, 2.7 g of N-bromosuccinimide and 20 mg of azaisobutyronitrile in 70 ml of carbon tetrachloride is heated to boiling under reflux. The precipitated material is filtered and the filtrate is evaporated. The residue is recrystallized from toluene/cyclohexane. 3,4-Dichlorophenyl 4'-bromomethyl-4-biphenylyl ketone is obtained. Reactants: [Li]CCCC (n-BuLi), C(C)OC(C)(OCC)N1C=NC=C1 (1-(1,1-Diethoxyethyl)-1H-imidazole), BrC1=CC=C2OC=3C(=CC(=CC3C(C2=C1)=O)OC)F (7-bromo-4-fluoro-2-methoxy-9H-xanthen-9-one). Run in C(C)OCC (diethyl ether). Reaction conditions: temperature -40 celsius, time 10 minute. The product is BrC1=CC=C2OC=3C(=CC(=CC3C(C2=C1)(O)C=1NC=CN1)OC)F (7-bromo-4-fluoro-9-(1H-imidazol-2-yl)-2-methoxy-9H-xanthen-9-ol). Yield: 45.7%. As a reaction SMILES: C(OC([N:9]1[CH:13]=[CH:12][N:11]=[CH:10]1)(OCC)C)C.[Li]CCCC.[Br:19][C:20]1[CH:33]=[C:32]2[C:23]([O:24][C:25]3[C:26]([F:37])=[CH:27][C:28]([O:35][CH3:36])=[CH:29][C:30]=3[C:31]2=[O:34])=[CH:22][CH:21]=1>C(OCC)C>[Br:19][C:20]1[CH:33]=[C:32]2[C:23]([O:24][C:25]3[C:26]([F:37])=[CH:27][C:28]([O:35][CH3:36])=[CH:29][C:30]=3[C:31]2([C:10]2[NH:9][CH:13]=[CH:12][N:11]=2)[OH:34])=[CH:22][CH:21]=1. Procedure details: 1-(1,1-Diethoxyethyl)-1H-imidazole (7 g, 38.0 mmol) was dissolved in diethyl ether (100 ml) and cooled to −40° C. and n-BuLi (1.6M in hexane) (23.75 ml, 38.0 mmol) was added. The solution was stirred for 10 minutes and 7-bromo-4-fluoro-2-methoxy-9H-xanthen-9-one (Example 5, 6.14 g, 19.00 mmol) was added in one portion. The solution was stirred one hour at −40° C., then allowed to warm to RT for 15 minutes. The solution was quenched with 2 N HCl until at pH 1, stirred for 15 minutes, then made ba... Reactants: C(#N)C1=C(C(=O)OC)C=CC(=C1)[N+](=O)[O-] (methyl 2-cyano-4-nitrobenzoate). The reagents and catalysts are [Pd] (Pd/C). The solvent is CO (MeOH). Reaction conditions: time 2 hour. The product is NC1=CC(=C(C(=O)OC)C=C1)C#N (methyl 4-amino-2-cyanobenzoate). The yield is 99.3%. Reaction SMILES: [C:1]([C:3]1[CH:12]=[C:11]([N+:13]([O-])=O)[CH:10]=[CH:9][C:4]=1[C:5]([O:7][CH3:8])=[O:6])#[N:2]>CO.[Pd]>[NH2:13][C:11]1[CH:10]=[CH:9][C:4]([C:5]([O:7][CH3:8])=[O:6])=[C:3]([C:1]#[N:2])[CH:12]=1. Procedure details: To a solution of methyl 2-cyano-4-nitrobenzoate (0.9 g, 4.4 mmol) in MeOH (5 mL) was added Pd/C (0.1 g). The resulting mixture was stirred at room temperature for 2 hours under hydrogen atmosphere. The mixture was filtered, and the filtrate was evaporated to dryness under reduced pressure to give the title product (0.77 g), which was used in the next step without further purification. LC-MS: m/z 177.2 (M+H)+ Starting materials: N#Cc1ccc(C(N)=O)cc1, CC(=O)O, O=N[O-], [Na+], O=S(=O)(O)O. The product is N#Cc1ccc(C(=O)O)cc1. As a reaction SMILES: [C:1](#[N:2])[c:3]1[cH:4][cH:5][c:6]([C:7](=[O:8])[NH2:9])[cH:10][cH:11]1.[CH3:21][C:22](=[O:23])[OH:24].[N:12](=[O:13])[O-:14].[Na+:15].[S:16](=[O:17])(=[O:18])([OH:19])[OH:20]>>[C:1](#[N:2])[c:3]1[cH:4][cH:5][c:6]([C:7](=[O:8])[OH:13])[cH:10][cH:11]1. Starting materials: NCCS (cysteamine), CC(=O)C(C)C (isopropyl methyl ketone), C1=CC=CC=C1 (benzene). The solvent is O (water). Yields the product C(C)(C)C1(SCCN1)C (2-isopropyl-2-methylthiazolidine). Yield: 77.5%. Reaction SMILES: [NH2:1][CH2:2][CH2:3][SH:4].[CH3:5][C:6]([CH:8]([CH3:10])[CH3:9])=O.C1C=CC=CC=1>O>[CH:8]([C:6]1([CH3:5])[NH:1][CH2:2][CH2:3][S:4]1)([CH3:10])[CH3:9]. Procedure: 15.43 g (0.2 mol) of cysteamine and 29.0 g (0.2 mol) of isopropyl methyl ketone were treated with 200 ml of benzene and boiled under an inert gas atmosphere for 14 hours on a water-separator. The solution was concentrated on a rotary evaporator and filtered over 25 g of neutral aluminium oxide (activity I). The aluminium oxide was then flushed with ether. The filtrate was again concentrated and subsequently distilled under a high vacuum through a Widmer column. 22.51 g (yield 77% of theory) of 2...